This data is from the Open Reaction Database (ORD), a public repository of structured organic reaction records. The task is: describe an organic reaction: reactants, conditions, products, and yield Starting materials: C[Si](C)(C)C#N, Cc1ccccc1, N#CCOc1ccccc1. The product is N#CC(N)COc1ccccc1. RXN SMILES: [CH3:11][Si:12]([CH3:13])([CH3:14])[C:15]#[N:16].[CH3:17][c:18]1[cH:19][cH:20][cH:21][cH:22][cH:23]1.[O:1]([c:2]1[cH:3][cH:4][cH:5][cH:6][cH:7]1)[CH2:8][C:9]#[N:10]>>[O:1]([c:2]1[cH:3][cH:4][cH:5][cH:6][cH:7]1)[CH2:8][CH:9]([NH2:10])[C:15]#[N:16]. Reactants: [CH2]C, CO, Cc1ccc(OCc2cn(-c3ccc(S(C)(=O)=O)cc3)c(-c3ccc(Cl)cc3)n2)cc1, [Na+], [OH-]. The product is CC(=O)c1cn(-c2ccc(S(C)(=O)=O)cc2)c(-c2ccc(Cl)cc2)n1. Reaction SMILES: [CH2:1][CH3:2].[CH3:34][OH:35].[Cl:3][c:4]1[cH:5][cH:6][c:7](-[c:10]2[n:11](-[c:24]3[cH:25][cH:26][c:27]([S:30](=[O:31])(=[O:32])[CH3:33])[cH:28][cH:29]3)[cH:12][c:13]([CH2:15][O:16][c:17]3[cH:18][cH:19][c:20]([CH3:21])[cH:22][cH:23]3)[n:14]2)[cH:8][cH:9]1.[Na+:37].[OH-:36]>>[CH3:2][C:15]([c:13]1[cH:12][n:11](-[c:24]2[cH:25][cH:26][c:27]([S:30](=[O:31])(=[O:32])[CH3:33])[cH:28][cH:29]2)[c:10](-[c:7]2[cH:6][cH:5][c:4]([Cl:3])[cH:9][cH:8]2)[n:14]1)=[O:16]. Reactants: Cc1ccc(OC2CCC(=O)CC2)nc1, O=C(CNC(=O)c1cccc(C(F)(F)F)c1)NC1CNC1. Product: Cc1ccc(OC2CCC(N3CC(NC(=O)CNC(=O)c4cccc(C(F)(F)F)c4)C3)CC2)nc1. As a reaction SMILES: [CH3:1][c:2]1[cH:3][cH:4][c:5]([O:8][CH:9]2[CH2:10][CH2:11][C:12](=[O:15])[CH2:13][CH2:14]2)[n:6][cH:7]1.[NH:16]1[CH2:17][CH:18]([NH:20][C:21](=[O:22])[CH2:23][NH:24][C:25]([c:26]2[cH:27][c:28]([C:32]([F:33])([F:34])[F:35])[cH:29][cH:30][cH:31]2)=[O:36])[CH2:19]1>>[CH3:1][c:2]1[cH:3][cH:4][c:5]([O:8][CH:9]2[CH2:10][CH2:11][CH:12]([N:16]3[CH2:17][CH:18]([NH:20][C:21](=[O:22])[CH2:23][NH:24][C:25]([c:26]4[cH:27][c:28]([C:32]([F:33])([F:34])[F:35])[cH:29][cH:30][cH:31]4)=[O:36])[CH2:19]3)[CH2:13][CH2:14]2)[n:6][cH:7]1. Reactants: B(F)(F)F.CCOCC (borontrifluoride etherate), C1(=CC=C(C=C1)S(=O)(=O)N1[C@H](C(=O)O)CC(C1)O)C (1-(4-toluenesulfonyl)-4-hydroxy-L-proline), [BH4-].[Na+] (sodium borohydride). Run in O1CCCC1 (THF), O1CCCC1 (tetrahydrofuran). Run at temperature 60 celsius, time 16 hour. Product: OC[C@H]1N(C[C@@H](C1)O)S(=O)(=O)C1=CC=C(C=C1)C ((2S, 4R)-2-Hydroxymethyl-4-hydroxy-1-(4-toluenesulfonyl)-pyrrolidine). The yield is 80.0%. RXN SMILES: [BH4-].[Na+].B(F)(F)F.CCOCC.[C:12]1([CH3:30])[CH:17]=[CH:16][C:15]([S:18]([N:21]2[CH2:28][CH:27]([OH:29])[CH2:26][C@H:22]2[C:23](O)=[O:24])(=[O:20])=[O:19])=[CH:14][CH:13]=1>O1CCCC1>[OH:24][CH2:23][C@@H:22]1[CH2:26][C@@H:27]([OH:29])[CH2:28][N:21]1[S:18]([C:15]1[CH:16]=[CH:17][C:12]([CH3:30])=[CH:13][CH:14]=1)(=[O:20])=[O:19] |f:0.1,2.3|. Reported procedure: To 2 1 of tetrahydrofuran (THF) was added 57.6 g (1523 mmol) of sodium borohydride and the mixture was cooled to 10° C. before 250 ml (1980 mmol) of borontrifluoride etherate was added dropwise over a period of 1 hour. Then 215.3 g (755.4 mmol) of 1-(4-toluenesulfonyl)-4-hydroxy-L-proline was added carefully in 100 ml of THF and the mixture was allowed to stir for 16 hours. The reaction was quenched with methanol and 10% aqueous hydrogen chloride solution was added and the mixture was gently hea...